From a dataset of the Open Reaction Database (ORD), a public repository of structured organic reaction records. describe an organic reaction: reactants, conditions, products, and yield Reactants: OCC=1C=C(C=CC1)[Sn](CCCC)(CCCC)CCCC (3-Hydroxymethylphenyltri-n-butylstannane), C(C1=CC=CC=C1)OC(=O)N1[C@H](CCC1)CC1=CNC2=CC=C(C=C12)Br (3-(1-benzyloxycarbonylpyrrolidin-2(R)-ylmethyl)-5-bromo-1H-indole), C1(=C(C=CC=C1)P(C1=C(C=CC=C1)C)C1=C(C=CC=C1)C)C (tri-o-tolylphosphine). The reagents and catalysts are C(C)(=O)[O-].[Pd+2].C(C)(=O)[O-] (palladium (II) acetate). Run in C(C)N(CC)CC (triethylamine). The product is C(C1=CC=CC=C1)OC(=O)N1[C@H](CCC1)CC1=CNC2=CC=C(C=C12)C1=CC(=CC=C1)CO (3-(1-Benzyloxycarbonylpyrrolidin-2(R)-ylmethyl)-5-(3-hydroxymethylphenyl)-1H-indole). Isolated yield 51.8%. RXN SMILES: [OH:1][CH2:2][C:3]1[CH:4]=[C:5]([Sn](CCCC)(CCCC)CCCC)[CH:6]=[CH:7][CH:8]=1.[CH2:22]([O:29][C:30]([N:32]1[CH2:36][CH2:35][CH2:34][C@@H:33]1[CH2:37][C:38]1[C:46]2[C:41](=[CH:42][CH:43]=[C:44](Br)[CH:45]=2)[NH:40][CH:39]=1)=[O:31])[C:23]1[CH:28]=[CH:27][CH:26]=[CH:25][CH:24]=1.C1(C)C=CC=CC=1P(C1C=CC=CC=1C)C1C=CC=CC=1C>C([O-])(=O)C.[Pd+2].C([O-])(=O)C.C(N(CC)CC)C>[CH2:22]([O:29][C:30]([N:32]1[CH2:36][CH2:35][CH2:34][C@@H:33]1[CH2:37][C:38]1[C:46]2[C:41](=[CH:42][CH:43]=[C:44]([C:5]3[CH:6]=[CH:7][CH:8]=[C:3]([CH2:2][OH:1])[CH:4]=3)[CH:45]=2)[NH:40][CH:39]=1)=[O:31])[C:23]1[CH:24]=[CH:25][CH:26]=[CH:27][CH:28]=1 |f:3.4.5|. Procedure details: 3-Hydroxymethylphenyltri-n-butylstannane (2.016 g, 5.076 mmol) (see Preparation 25) and 3-(1-benzyloxycarbonylpyrrolidin-2(R)-ylmethyl)-5-bromo-1H-indole (1.902 g, 4.602 mmol) (see Preparation 35B) were reacted together in the presence of tri-o-tolylphosphine, triethylamine and palladium (II) acetate using a procedure similar to that described in Example 1. This yielded the title compound as a white foam (1.050 g). Found: C,75.58; H,6.51; N,5.88; C28H28N2O3.1/12CH2Cl2 requires: C,75.36; H,6.34; ... The reactants are COC1=CC=C(O)C=C1 (hydroquinone monomethyl ether), C(C(=C)C)(=O)Cl (methacryloyl chloride), [Cl-].C(CCC)[P+](CCO)(CCCC)CCCC (tri-n-butyl(2-hydroxyethyl)phosphonium chloride). The solvent is C(C)#N (acetonitrile). Run at time 2 hour. Product: [Cl-].C(C)[P+](CCOC(C(=C)C)=O)(CC)CC (triethyl(2-methacryloyloxyethyl)phosphonium chloride). Reaction SMILES: [Cl-].[CH2:2]([P+:6]([CH2:14][CH2:15]CC)([CH2:10][CH2:11]CC)[CH2:7][CH2:8][OH:9])[CH2:3]CC.COC1C=CC(O)=CC=1.[C:27]([Cl:32])(=[O:31])[C:28]([CH3:30])=[CH2:29]>C(#N)C>[Cl-:32].[CH2:14]([P+:6]([CH2:2][CH3:3])([CH2:10][CH3:11])[CH2:7][CH2:8][O:9][C:27](=[O:31])[C:28]([CH3:30])=[CH2:29])[CH3:15] |f:0.1,5.6|. Procedure details: A distillation line was installed instead of the condenser and the obtained tri-n-butyl(2-hydroxyethyl)phosphonium chloride was dissolved in 500 ml of acetonitrile. The solution was heated under a normal pressure while stirring and about 200 ml of acetonitrile was distilled. A condenser having a calcium chloride tube was installed, 1.5 g of hydroquinone monomethyl ether was added as a polymerization inhibitor, and 85.9 g (0.822 mol) of methacryloyl chloride was added thereto dropwise at 50° C. o... Reactants: C(CC)C1=C(C(=C(C=2CC3=C(C4=CC=CC=C4C(=C3CC12)CCC)CCC)CCC)CCC)CCC (5,12-Dihydro-1,2,3,4,6,11-hexapropylnaphthacene), ClC=1C(C(=C(C(C1Cl)=O)C#N)C#N)=O (2,3-dichloro-5,6-dicyanobenzoquinone). Solvent: O1CCOCC1 (1,4-dioxane). Yields the product C(CC)C1=C(C(=C(C2=CC3=C(C4=CC=CC=C4C(=C3C=C12)CCC)CCC)CCC)CCC)CCC (1,2,3,4,6,11-Hexapropylnaphthacene). Isolated yield 22.4%. RXN SMILES: [CH2:1]([C:4]1[C:21]2[CH2:20][C:19]3[C:10](=[C:11]([CH2:25][CH2:26][CH3:27])[C:12]4[C:17]([C:18]=3[CH2:22][CH2:23][CH3:24])=[CH:16][CH:15]=[CH:14][CH:13]=4)[CH2:9][C:8]=2[C:7]([CH2:28][CH2:29][CH3:30])=[C:6]([CH2:31][CH2:32][CH3:33])[C:5]=1[CH2:34][CH2:35][CH3:36])[CH2:2][CH3:3].ClC1C(=O)C(C#N)=C(C#N)C(=O)C=1Cl>O1CCOCC1>[CH2:28]([C:7]1[C:8]2[C:21](=[CH:20][C:19]3[C:10]([CH:9]=2)=[C:11]([CH2:25][CH2:26][CH3:27])[C:12]2[C:17](=[CH:16][CH:15]=[CH:14][CH:13]=2)[C:18]=3[CH2:22][CH2:23][CH3:24])[C:4]([CH2:1][CH2:2][CH3:3])=[C:5]([CH2:34][CH2:35][CH3:36])[C:6]=1[CH2:31][CH2:32][CH3:33])[CH2:29][CH3:30]. Reported procedure: 5,12-Dihydro-1,2,3,4,6,11-hexapropylnaphthacene (0.503 g, 1.04 mmol), 2,3-dichloro-5,6-dicyanobenzoquinone (0.260 g, 1.14 mmol) and 1,4-dioxane (3 ml) were charged in a reactor. The mixture was refluxed for 24 hours. After cooling, the precipitates were removed by filtration. The solvent in the mixture was removed in vacuum followed by recrystallization from chloroform/methanol. The orange red title compound (0.112 g) was obtained. The NMR yield was 36% and the isolation yield was 22%. Starting materials: CO, Cc1ccc2cccc(F)c2n1, O=S(=O)(O)O. Yields the product Cc1cc(CO)c2cccc(F)c2n1. As a reaction SMILES: [CH3:18][OH:19].[F:6][c:7]1[cH:8][cH:9][cH:10][c:11]2[cH:12][cH:13][c:14]([CH3:17])[n:15][c:16]12.[S:1](=[O:2])(=[O:3])([OH:4])[OH:5]>>[F:6][c:7]1[cH:8][cH:9][cH:10][c:11]2[c:12]([CH2:18][OH:19])[cH:13][c:14]([CH3:17])[n:15][c:16]12.